Dataset: the Open Reaction Database (ORD), a public repository of structured organic reaction records. Task: describe an organic reaction: reactants, conditions, products, and yield Starting materials: C(C1=CC=CC=C1)(=O)NC(NC=1OC(=C(C1C(=O)OCC)CC1=CC=C(C=C1)Cl)C1=CC(=CC=C1)Cl)=O (ethyl 2-(3-benzoylureido)-4-(4-chlorobenzyl)-5-(3-chlorophenyl)furan-3-carboxylate), [O-]CC.[Na+] (sodium ethoxide). Solvent: CCO (EtOH). The product is ClC1=CC=C(CC2=C(OC=3NC(NC(C32)=O)=O)C3=CC(=CC=C3)Cl)C=C1 (5-(4-chlorobenzyl)-6-(3-chloro phenyl)furo[2,3-d]pyrimidine-2,4(1H,3H)-dione). Yield: 5939.8%. RXN SMILES: C([NH:9][C:10](=[O:37])[NH:11][C:12]1[O:13][C:14]([C:30]2[CH:35]=[CH:34][CH:33]=[C:32]([Cl:36])[CH:31]=2)=[C:15]([CH2:22][C:23]2[CH:28]=[CH:27][C:26]([Cl:29])=[CH:25][CH:24]=2)[C:16]=1[C:17](OCC)=[O:18])(=O)C1C=CC=CC=1.[O-]CC.[Na+]>CCO>[Cl:29][C:26]1[CH:25]=[CH:24][C:23]([CH2:22][C:15]2[C:16]3[C:17](=[O:18])[NH:9][C:10](=[O:37])[NH:11][C:12]=3[O:13][C:14]=2[C:30]2[CH:35]=[CH:34][CH:33]=[C:32]([Cl:36])[CH:31]=2)=[CH:28][CH:27]=1 |f:1.2|. Reported procedure: To a solution of ethyl 2-(3-benzoylureido)-4-(4-chlorobenzyl)-5-(3-chlorophenyl)furan-3-carboxylate (53.6 mg, 0.1 mmol) in EtOH (2 mL) was added sodium ethoxide (13.6 mg, 0.2 mmol). The reaction was heated at 100° C. (MW) for 20 min, cooled to RT and quenched with aq. NH4Cl (2 mL). The reaction was concentrated to a residue which was diluted with water (3 mL) and extracted with EA (3×8 mL). The combined organic layers were dried over Na2SO4 and concentrated to give 5-(4-chlorobenzyl)-6-(3-chloro... Starting materials: C(C1=CC=CC=C1)=NC(C)C (N-benzylideneisopropylamine), N1C=CC2=CC=CC=C12 (indole), C1=CC=CC=C1 (benzene), ice water. Run at temperature 0 celsius, time 3 hour. The product is CN(C)CC1=CNC2=C1C=CC=C2 (gramine), 6. Isolated yield 27.0%. RXN SMILES: [CH:1](=[N:8][CH:9](C)C)C1C=CC=CC=1.[NH:12]1[C:20]2[C:15](=[CH:16][CH:17]=[CH:18][CH:19]=2)[CH:14]=[CH:13]1.[CH:21]1C=CC=CC=1>>[CH3:1][N:8]([CH2:9][C:14]1[C:15]2[CH:16]=[CH:17][CH:18]=[CH:19][C:20]=2[NH:12][CH:13]=1)[CH3:21]. Procedure details: To a solution of N-benzylideneisopropylamine (7.5 g, 51 mmol) in benzene (10 mL) at 0° C. under a nitrogen blanket was added a solution of indole (5.0 g, 43 mmol) AcOH (30 mL) over a 3-hour period, after which the stirring was continued at 0° C. for an additional 3 hours. The bulk of the solvent was removed under reduced pressure and the remaining reaction mixture was poured into 400 mL of ice water. The mixture was extracted with Et2O (3×75 mL), and the aqueous layer was cooled to 0° C. and mad... Starting materials: O=S(Cl)Cl (SOCl2), CS(=O)(=O)C1=C(C(=C(C(=O)O)C=C1)OC)C=C (4-methylsulfonyl-2-methoxy-3-vinylbenzoic acid), C(C)(C)N1NC(C=C1)=O (N-isopropylpyrazolone), C(=O)([O-])[O-].[K+].[K+] (K2CO3). Solvent: C1(=CC=CC=C1)C (toluene), COCCOC (DME). Run at time 8 hour. The product is COC1=C(C=NN1C1CC1)C(=O)C1=C(C(=C(C=C1)S(=O)(=O)C)C=C)OC ((5-Methoxy-1-cyclopropyl-1H-pyrazol-4-yl)(4-methylsulfonyl-2-methoxy-3-vinylphenyl)methanone). As a reaction SMILES: O=S(Cl)Cl.[CH3:5][S:6]([C:9]1[CH:17]=[CH:16][C:12]([C:13]([OH:15])=O)=[C:11]([O:18][CH3:19])[C:10]=1[CH:20]=[CH2:21])(=[O:8])=[O:7].[CH:22]([N:25]1[CH:29]=[CH:28][C:27](=O)[NH:26]1)([CH3:24])[CH3:23].[C:31]([O-])([O-])=[O:32].[K+].[K+]>C1(C)C=CC=CC=1.COCCOC>[CH3:31][O:32][C:29]1[N:25]([CH:22]2[CH2:24][CH2:23]2)[N:26]=[CH:27][C:28]=1[C:13]([C:12]1[CH:16]=[CH:17][C:9]([S:6]([CH3:5])(=[O:7])=[O:8])=[C:10]([CH:20]=[CH2:21])[C:11]=1[O:18][CH3:19])=[O:15] |f:3.4.5|. Procedure details: SOCl2 (1.2 g, 10 mmol) was added to a solution of 4-methylsulfonyl-2-methoxy-3-vinylbenzoic acid (1.6 g, 6 mmol) in toluene (60 ml) and the mixture was heated at reflux for 2 h. The mixture was then concentrated and the product was added to a solution of N-isopropylpyrazolone (6 mmol), K2CO3 (1.6 g, 11.6 mmol) in DME (30 ml) and the mixture was stirred at RT overnight. The mixture was subsequently heated at reflux for 2 h and concentrated and the residue was dissolved in H2O. The H2O phase was e... The reactants are N(=NC(=O)OC(C)C)C(=O)OC(C)C (diisopropyl azodicarboxylate), C1(C=2C(C(N1)=O)=CC=CC2)=O (phthalimide), C1=CC=C(C=C1)P(C2=CC=CC=C2)C3=CC=CC=C3 (Ph3P), OCCN1N=C(C=CC1=O)C1=CC=CC=C1 (2-(2-hydroxyethyl)-6-phenylpyridazin-3(2H)-one). Solvent: C1CCOC1 (THF), CCCCCC (hexane). Run at time 3 hour. The product is O=C1C=CC(=NN1CCN1C(C2=CC=CC=C2C1=O)=O)C1=CC=CC=C1 (2-(2-(6-Oxo-3-phenylpyridazin-1(6H)-yl)ethyl)isoindoline-1,3-dione). Reaction SMILES: [C:1]1(=[O:11])[NH:5][C:4](=[O:6])[C:3]2=[CH:7][CH:8]=[CH:9][CH:10]=[C:2]12.C1C=CC(P(C2C=CC=CC=2)C2C=CC=CC=2)=CC=1.O[CH2:32][CH2:33][N:34]1[C:39](=[O:40])[CH:38]=[CH:37][C:36]([C:41]2[CH:46]=[CH:45][CH:44]=[CH:43][CH:42]=2)=[N:35]1.N(C(OC(C)C)=O)=NC(OC(C)C)=O>C1COCC1.CCCCCC>[O:40]=[C:39]1[N:34]([CH2:33][CH2:32][N:5]2[C:1](=[O:11])[C:2]3[C:3](=[CH:7][CH:8]=[CH:9][CH:10]=3)[C:4]2=[O:6])[N:35]=[C:36]([C:41]2[CH:46]=[CH:45][CH:44]=[CH:43][CH:42]=2)[CH:37]=[CH:38]1. Procedure: To a mixture of phthalimide (1.0 g, 6.8 mmol), Ph3P (1.9 g, 7.2 mmol), 2-(2-hydroxyethyl)-6-phenylpyridazin-3(2H)-one (1.2 g, 5.5 mmol) in THF (20 mL) was added diisopropyl azodicarboxylate (1.4 mL, 7.2 mmol) dropwise. The resulting hot, clear solution was stirred at room temperature. After 3 h, hexane (40 mL) was added. The slurry was filtered and the solid was washed with ether (6×15 mL) to give the product as a white (2.1 g). MS (ESI pos. ion) calc'd for C20H15N3O3: 345.1; found: 346.4 (MH+).... The reactants are CC#N, CCOCC, O=[N+]([O-])c1ccc(CCl)cc1, c1ccc(P(c2ccccc2)c2ccccc2)cc1. Product: [Cl-], O=[N+]([O-])c1ccc(C[P+](c2ccccc2)(c2ccccc2)c2ccccc2)cc1. As a reaction SMILES: [CH3:31][C:32]#[N:33].[CH3:34][CH2:35][O:36][CH2:37][CH3:38].[N+:20](=[O:21])([O-:22])[c:23]1[cH:24][cH:25][c:26]([CH2:27][Cl:28])[cH:29][cH:30]1.[c:1]1([P:7]([c:8]2[cH:9][cH:10][cH:11][cH:12][cH:13]2)[c:14]2[cH:15][cH:16][cH:17][cH:18][cH:19]2)[cH:2][cH:3][cH:4][cH:5][cH:6]1>>[Cl-:28].[c:1]1([P+:7]([c:8]2[cH:9][cH:10][cH:11][cH:12][cH:13]2)([c:14]2[cH:15][cH:16][cH:17][cH:18][cH:19]2)[CH2:27][c:26]2[cH:25][cH:24][c:23]([N+:20](=[O:21])[O-:22])[cH:30][cH:29]2)[cH:2][cH:3][cH:4][cH:5][cH:6]1. The reactants are FC(C(=O)[O-])(F)F (trifluoroacetate), C(C)N1CC2=C(NC=3C=CC(=CC23)C)CC1 (2-ethyl-2,3,4,5-tetrahydro-8-methyl-1H-pyrido[4,3-b]indole), C(C1=CC=CC=C1)Cl (benzyl chloride). Run in C(C)(C)NC(C)C (diisopropylamine). The product is C(C1=CC=CC=C1)N1C2=C(C=3C=C(C=CC13)C)CN(CC2)CC (5-benzyl-2-ethyl-2,3,4,5-tetrahydro-8-methyl-1H-pyrido[4,3-b]indole). Isolated yield 28.6%. As a reaction SMILES: [CH2:1]([N:3]1[CH2:16][CH2:15][C:6]2[NH:7][C:8]3[CH:9]=[CH:10][C:11]([CH3:14])=[CH:12][C:13]=3[C:5]=2[CH2:4]1)[CH3:2].[CH2:17](Cl)[C:18]1[CH:23]=[CH:22][CH:21]=[CH:20][CH:19]=1.FC(F)(F)C([O-])=O>C(NC(C)C)(C)C>[CH2:17]([N:7]1[C:8]2[CH:9]=[CH:10][C:11]([CH3:14])=[CH:12][C:13]=2[C:5]2[CH2:4][N:3]([CH2:1][CH3:2])[CH2:16][CH2:15][C:6]1=2)[C:18]1[CH:23]=[CH:22][CH:21]=[CH:20][CH:19]=1. Procedure details: Preparation of the title compound was carried out according to General Method 5. 2-Ethyl-2,3,4,5-tetrahydro-8-methyl-1H-pyrido[4,3-b]indole (See Example 6) (100 mg, 0.46 mmol) and benzyl chloride (0.11 ml, 0.9 mmol) in diisopropylamine (2 mL) were heated at 80° C. for 12 h to obtain 40 mg of 5-benzyl-2-ethyl-2,3,4,5-tetrahydro-8-methyl-1H-pyrido[4,3-b]indole as a trifluoroacetate salt after purification by reverse-phase chromatography (C-18, 500 mm×50 mm, Mobile Phase A=0.05% TFA in water, B=0.0...